From a dataset of the Open Reaction Database (ORD), a public repository of structured organic reaction records. describe an organic reaction: reactants, conditions, products, and yield Starting materials: CS(=O)(=O)O (methanesulfonic acid), CO (MeOH), C(C)(C)(C)C=1NC(=C(N1)C1=CC=C2C(=N1)N(C(=N2)N)CC(C)(C)C)C2=C(C=C(C=C2)F)F (5-[2-tert-butyl-5-(2,4-difluoro-phenyl)-1H-imidazol-4-yl]-3-(2,2-dimethyl-propyl)-3H-imidazo[4,5-b]pyridin-2-ylamine), CO (MeOH). Reaction conditions: time 1.5 hour. The product is N.CO (ammonia MeOH), C(C)(C)(C)C=1NC(=C(N1)C1=CC=C2C(=N1)N(C(=N2)N)CC(C)(C)C)C2=C(C=C(C=C2)F)F (5-[2-tert-butyl-5-(2,4-difluoro-phenyl)-1H-imidazol-4-yl]-3-(2,2-dimethyl-propyl)-3H-imidazo[4,5-b]pyridin-2-ylamine). The yield is 2.0%. As a reaction SMILES: [C:1]([C:5]1[NH:6][C:7]([C:25]2[CH:30]=[CH:29][C:28]([F:31])=[CH:27][C:26]=2[F:32])=[C:8]([C:10]2[N:15]=[C:14]3[N:16]([CH2:20][C:21]([CH3:24])([CH3:23])[CH3:22])[C:17]([NH2:19])=[N:18][C:13]3=[CH:12][CH:11]=2)[N:9]=1)([CH3:4])([CH3:3])[CH3:2].CS(O)(=O)=O.[CH3:38][OH:39]>>[NH3:6].[CH3:38][OH:39].[C:1]([C:5]1[NH:6][C:7]([C:25]2[CH:30]=[CH:29][C:28]([F:31])=[CH:27][C:26]=2[F:32])=[C:8]([C:10]2[N:15]=[C:14]3[N:16]([CH2:20][C:21]([CH3:24])([CH3:23])[CH3:22])[C:17]([NH2:19])=[N:18][C:13]3=[CH:12][CH:11]=2)[N:9]=1)([CH3:2])([CH3:3])[CH3:4] |f:3.4|. Procedure: Mix 5-[2-tert-butyl-5-(2,4-difluoro-phenyl)-1H-imidazol-4-yl]-3-(2,2-dimethyl-propyl)-3H-imidazo[4,5-b]pyridin-2-ylamine (11.55 g, 26.33 mmol) in MeOH (150 mL), and then add a solution of methanesulfonic acid (2.53 g, 26.33 mmol) in MeOH (10 mL) dropwise. Stir the resulting reaction mixture at room temperature for 20 minutes, then concentrate under reduced pressure. Slurry the residue in Et2O, then filter and wash with fresh Et2O. Dry the resulting solid in a drying oven at room temperature unde... Starting materials: OCCCCBr, Cl, O=c1[nH]c(C2CCNCC2)cc2ccccc12. The product is O=c1[nH]c(C2CCN(CCCCO)CC2)cc2ccccc12. RXN SMILES: [Br:19][CH2:20][CH2:21][CH2:22][CH2:23][OH:24].[ClH:1].[NH:2]1[CH2:3][CH2:4][CH:5]([c:8]2[nH:9][c:10](=[O:18])[c:11]3[cH:12][cH:13][cH:14][cH:15][c:16]3[cH:17]2)[CH2:6][CH2:7]1>>[N:2]1([CH2:20][CH2:21][CH2:22][CH2:23][OH:24])[CH2:3][CH2:4][CH:5]([c:8]2[nH:9][c:10](=[O:18])[c:11]3[cH:12][cH:13][cH:14][cH:15][c:16]3[cH:17]2)[CH2:6][CH2:7]1. Reactants: FC(C(=O)O)(F)F (Trifluoracetic acid), ClC1=C(C=CC(=C1)Cl)C=1C=CC2=C(C1)C1CN(CCC1O2)C(=O)OC(C)(C)C (tert-Butyl 8-(2,4-dichlorophenyl)-3,4,4a,9b-tetrahydro[1]benzofuro[3,2-c]pyridine-2(1H)-carboxylate), [OH-].[Na+] (NaOH). The solvent is C(Cl)Cl (CH2Cl2). Conditions: time 2 hour. Yields the product ClC1=C(C=CC(=C1)Cl)C=1C=CC2=C(C1)C1C=NCCC1O2 (8-(2,4-Dichlorophenyl)-3,4,4a,9b-tetrahydro[1]benzofuro[3,2-c]pyridine). The yield is 94.9%. RXN SMILES: [Cl:1][C:2]1[CH:7]=[C:6]([Cl:8])[CH:5]=[CH:4][C:3]=1[C:9]1[CH:10]=[CH:11][C:12]2[O:21][CH:20]3[CH:15]([CH2:16][N:17](C(OC(C)(C)C)=O)[CH2:18][CH2:19]3)[C:13]=2[CH:14]=1.FC(F)(F)C(O)=O.[OH-].[Na+]>C(Cl)Cl>[Cl:1][C:2]1[CH:7]=[C:6]([Cl:8])[CH:5]=[CH:4][C:3]=1[C:9]1[CH:10]=[CH:11][C:12]2[O:21][CH:20]3[CH:15]([CH:16]=[N:17][CH2:18][CH2:19]3)[C:13]=2[CH:14]=1 |f:2.3|. Procedure details: tert-Butyl 8-(2,4-dichlorophenyl)-3,4,4a,9b-tetrahydro[1]benzofuro[3,2-c]pyridine-2(1H)-carboxylate (0.221 g, 0.53 mmol) was dissolved in CH2Cl2 (7 mL). Trifluoracetic acid (0.81 mL, 20 equiv.) was added, and the reaction mixture was stirred at rt under N2 for 2 h. The reaction mixture was cooled to −5° C. and 2N aqueous NaOH (8 mL) was added. The reaction mixture was partitioned between CH2Cl2 and water. The water layer was extracted with CH2Cl2 (2×) and with 25:1 CH2Cl2:CH3OH (2×). The combine... The reactants are C1(CCC1)N1C2=C(N(C(CC1)=O)C)C=NC(=N2)NC2=C(C=C(C(=O)NC1CCN(CC1)C)C=C2)OC (4-(9-cyclobutyl-5-methyl-6-oxo-6,7,8,9-tetrahydro-5H-pyrimido[4,5-b][1,4]diazepin-2-ylamino)-3-methoxy-N-(1-methyl-piperidin-4-yl)-benzamide), Cl (hydrochloric acid). Run in O (water), CO (methanol), C(C)#N (acetonitrile). Run at time 15 minute. The product is C1(CCC1)N1C2=C(N(C(CC1)=O)C)C=NC(=N2)NC2=C(C=CC=C2)OC (9-cyclobutyl-2-(2-methoxy-phenylamino)-5-methyl-5,7,8,9-tetrahydro-pyrimido[4,5-b][1,4]diazepin-6-one). The yield is 12.3%. RXN SMILES: [CH:1]1([N:5]2[CH2:11][CH2:10][C:9](=[O:12])[N:8]([CH3:13])[C:7]3[CH:14]=[N:15][C:16]([NH:18][C:19]4[CH:34]=[CH:33][C:22](C(NC5CCN(C)CC5)=O)=[CH:21][C:20]=4[O:35][CH3:36])=[N:17][C:6]2=3)[CH2:4][CH2:3][CH2:2]1.Cl>O.CO.C(#N)C>[CH:1]1([N:5]2[CH2:11][CH2:10][C:9](=[O:12])[N:8]([CH3:13])[C:7]3[CH:14]=[N:15][C:16]([NH:18][C:19]4[CH:34]=[CH:33][CH:22]=[CH:21][C:20]=4[O:35][CH3:36])=[N:17][C:6]2=3)[CH2:4][CH2:3][CH2:2]1. Procedure details: A mixture of 0.23 g (0.00085 mole) of 4-(9-cyclobutyl-5-methyl-6-oxo-6,7,8,9-tetrahydro-5H-pyrimido[4,5-b][1,4]diazepin-2-ylamino)-3-methoxy-N-(1-methyl-piperidin-4-yl)-benzamide (I-24) and 3 mL of 1M hydrochloric acid was heated at 180 degree for 45 minutes in a microwave reactor. The cooled mixture was diluted with 2 mL of water, 3 mL of methanol and 2 mL of acetonitrile and then stirred for 15 minutes. The solids were removed by filtration and the aqueous solution was made basic (pH>10). The ... Starting materials: COc1ccccc1COCCCOc1ccc(C2CCN(C(=O)OC(C)(C)C)CC2OCc2ccc3oc(=O)[nH]c3c2)cc1, CN(C)C=O, COCCCCl, [H-], [I-], [Na+], [Na+]. Product: COCCCn1c(=O)oc2ccc(COC3CN(C(=O)OC(C)(C)C)CCC3c3ccc(OCCCOCc4ccccc4OC)cc3)cc21. Reaction SMILES: [CH3:1][O:2][c:3]1[c:4]([CH2:5][O:6][CH2:7][CH2:8][CH2:9][O:10][c:11]2[cH:12][cH:13][c:14]([CH:17]3[CH:18]([O:30][CH2:31][c:32]4[cH:33][cH:34][c:35]5[c:36]([nH:37][c:38](=[O:40])[o:39]5)[cH:41]4)[CH2:19][N:20]([C:23](=[O:24])[O:25][C:26]([CH3:27])([CH3:28])[CH3:29])[CH2:21][CH2:22]3)[cH:15][cH:16]2)[cH:42][cH:43][cH:44][cH:45]1.[CH3:56][N:57]([CH3:58])[CH:59]=[O:60].[Cl:48][CH2:49][CH2:50][CH2:51][O:52][CH3:53].[H-:46].[I-:55].[Na+:47].[Na+:54]>>[CH3:1][O:2][c:3]1[c:4]([CH2:5][O:6][CH2:7][CH2:8][CH2:9][O:10][c:11]2[cH:12][cH:13][c:14]([CH:17]3[CH:18]([O:30][CH2:31][c:32]4[cH:33][cH:34][c:35]5[c:36]([n:37]([CH2:49][CH2:50][CH2:51][O:52][CH3:53])[c:38](=[O:40])[o:39]5)[cH:41]4)[CH2:19][N:20]([C:23](=[O:24])[O:25][C:26]([CH3:27])([CH3:28])[CH3:29])[CH2:21][CH2:22]3)[cH:15][cH:16]2)[cH:42][cH:43][cH:44][cH:45]1. Reactants: O=C([O-])O, ClCCl, [Na+], O=S(Cl)Cl, OCc1cnn(-c2ccccc2)c1. Reaction SMILES: [C:18](=[O:19])([O-:20])[OH:21].[Cl:23][CH2:24][Cl:25].[Na+:22].[S:14]([Cl:15])([Cl:16])=[O:17].[c:1]1(-[n:7]2[n:8][cH:9][c:10]([CH2:12][OH:13])[cH:11]2)[cH:2][cH:3][cH:4][cH:5][cH:6]1>>[c:1]1(-[n:7]2[n:8][cH:9][c:10]([CH2:12][Cl:16])[cH:11]2)[cH:2][cH:3][cH:4][cH:5][cH:6]1. The product is ClCc1cnn(-c2ccccc2)c1.